This data is from the Open Reaction Database (ORD), a public repository of structured organic reaction records. The task is: describe an organic reaction: reactants, conditions, products, and yield The product is FC=1C=C(C=CC1)S(=O)(=O)C=1C=NC2=C(C=CC=C2C1)[N+](=O)[O-] (3-(3-fluorophenylsulfonyl)-8-nitroquinoline). Run at temperature 80 celsius, time 6 hour. Reactants: IC=1C=NC2=C(C=CC=C2C1)[N+](=O)[O-] (3-iodo-8-nitroquinoline), O.O.O.O.O.O.[Mg+2].C(C=1C(C(=O)[O-])=CC=CC1)(=O)O[O-] (monoperoxyphthalic acid magnesium salt hexahydrate), S(=O)(=O)([O-])S(=O)[O-].[Na+].[Na+] (sodium pyrosulfite), [O-]P(=O)([O-])[O-].[K+].[K+].[K+] (K3PO4), FC=1C=C(C=CC1)S (3-fluorobenzenethiol). Run in ClCCl.CO (dichloromethane methanol), C(CO)O (ethylene glycol). RXN SMILES: I[C:2]1[CH:3]=[N:4][C:5]2[C:10]([CH:11]=1)=[CH:9][CH:8]=[CH:7][C:6]=2[N+:12]([O-:14])=[O:13].[O-]P([O-])([O-])=O.[K+].[K+].[K+].[F:23][C:24]1[CH:25]=[C:26](S)[CH:27]=[CH:28][CH:29]=1.O.O.O.O.O.O.[Mg+2].C(O[O-])(=O)C1C(=CC=CC=1)C([O-])=O.[S:51](S([O-])=O)([O-:54])(=O)=[O:52].[Na+].[Na+]>C(O)CO.ClCCl.CO>[F:23][C:24]1[CH:29]=[C:28]([S:51]([C:2]2[CH:3]=[N:4][C:5]3[C:10]([CH:11]=2)=[CH:9][CH:8]=[CH:7][C:6]=3[N+:12]([O-:14])=[O:13])(=[O:54])=[O:52])[CH:27]=[CH:26][CH:25]=1 |f:1.2.3.4,6.7.8.9.10.11.12.13,14.15.16,18.19|. Procedure: 15 g of 3-iodo-8-nitroquinoline (50 mmol), 0.476 g CuJ (2.5 mmol) and 21.22 g K3PO4 (100 mmol) were suspended in 150 ml of ethylene glycol. 9.61 g 3-fluorobenzenethiol were added and the reaction mixture was stirred at 80° C. for 6 h followed by stirring for 14 h at room temperature. The reaction mixture was partitioned between 150 ml of dichloromethane and 150 ml of water, and after stirring for 15 min, the organic phase was separated. The aqueous layer was extracted one more time with dichloro... Starting materials: BrC=1C=C2C=CC(=CC2=CC1)N(C)C (6-bromo-N,N-dimethylnaphthalen-2-amine), CC=1N(C(=CC1C=C)C)C1=CC=CC=C1 (2,5-dimethyl-1-phenyl-3-vinyl-1H-pyrrole), C(=O)([O-])[O-].[Na+].[Na+] (Na2CO3). Conditions: temperature 100 celsius, time 3 hour. RXN SMILES: Br[C:2]1[CH:3]=[C:4]2[C:9](=[CH:10][CH:11]=1)[CH:8]=[C:7]([N:12]([CH3:14])[CH3:13])[CH:6]=[CH:5]2.[CH3:15][C:16]1[N:17]([C:24]2[CH:29]=[CH:28][CH:27]=[CH:26][CH:25]=2)[C:18]([CH3:23])=[CH:19][C:20]=1[CH:21]=[CH2:22].C([O-])([O-])=O.[Na+].[Na+]>[N+](CCCC)(CCCC)(CCCC)CCCC.[Cl-].CC([O-])=O.CC([O-])=O.[Pd+2].CN(C=O)C>[CH3:13][N:12]([CH3:14])[C:7]1[CH:6]=[CH:5][C:4]2[C:9](=[CH:10][CH:11]=[C:2](/[CH:22]=[CH:21]/[C:20]3[CH:19]=[C:18]([CH3:23])[N:17]([C:24]4[CH:29]=[CH:28][CH:27]=[CH:26][CH:25]=4)[C:16]=3[CH3:15])[CH:3]=2)[CH:8]=1 |f:2.3.4,5.6,7.8.9|. The product is CN(C1=CC2=CC=C(C=C2C=C1)\C=C\C1=C(N(C(=C1)C)C1=CC=CC=C1)C)C (N,N-Dimethyl-6-((E)-2-(2,5-dimethyl-1-phenyl-1H-pyrrol-3-yl)vinyl)naphthalen-2-amine). The reagents and catalysts are [N+](CCCC)(CCCC)(CCCC)CCCC.[Cl-] (n-Bu4NCl), CC(=O)[O-].CC(=O)[O-].[Pd+2] (Pd(OAc)2). The solvent is CN(C)C=O (DMF). Isolated yield 17.1%. Reported procedure: Dry DMF (10 mL) was added by syringe to the mixture of 6-bromo-N,N-dimethylnaphthalen-2-amine (200 mg, 0.8 mmol), 2,5-dimethyl-1-phenyl-3-vinyl-1H-pyrrole (236 mg, 1.2 mmol), Na2CO3 (254 mg, 2.4 mmol), n-Bu4NCl (224 mg, 0.8 mmol) and Pd(OAc)2 (8 mg, 0.33 mmol). The reaction mixture was stirred at 100° C. for 3 hrs, then quenched with water (20 mL) and extracted with EtOAc. The organic layer was washed with brine and dried over anhydrous Na2SO4. After purified by column chromatography (hexane/EtO...